The task is: describe an organic reaction: reactants, conditions, products, and yield. This data is from the Open Reaction Database (ORD), a public repository of structured organic reaction records. Starting materials: C(=O)N(OCC1=CC=CC=C1)C[C@H](C(=O)N1N(CC[C@H]1C(=O)NC1=[N+](C=CC=C1)[O-])C(=O)OCC1=CC=CC=C1)CCCC (phenylmethyl (3S)-2-[(2R)-2-({formyl[(phenylmethyl)oxy]amino}methyl)hexanoyl]-3-{[(1-oxido-2-pyridinyl)amino]carbonyl}-1-pyrazolidinecarboxylate). The reagents and catalysts are [OH-].[OH-].[Pd+2] (Pd(OH)2/C). The solvent is CCO (EtOH). Run at time 1 hour. The product is C(=O)N(O)C[C@H](C(=O)N1NCC[C@H]1C(=O)NC1=[N+](C=CC=C1)[O-])CCCC ((3S)-2-((2R)-2-{[Formyl(hydroxy)amino]methyl}hexanoyl)-N-(1-oxido-2-pyridinyl)-3-pyrazolidinecarboxamide). Isolated yield 41.4%. Reaction SMILES: [CH:1]([N:3]([CH2:12][C@@H:13]([CH2:41][CH2:42][CH2:43][CH3:44])[C:14]([N:16]1[C@H:20]([C:21]([NH:23][C:24]2[CH:29]=[CH:28][CH:27]=[CH:26][N+:25]=2[O-:30])=[O:22])[CH2:19][CH2:18][N:17]1C(OCC1C=CC=CC=1)=O)=[O:15])[O:4]CC1C=CC=CC=1)=[O:2]>CCO.[OH-].[OH-].[Pd+2]>[CH:1]([N:3]([CH2:12][C@@H:13]([CH2:41][CH2:42][CH2:43][CH3:44])[C:14]([N:16]1[C@H:20]([C:21]([NH:23][C:24]2[CH:29]=[CH:28][CH:27]=[CH:26][N+:25]=2[O-:30])=[O:22])[CH2:19][CH2:18][NH:17]1)=[O:15])[OH:4])=[O:2] |f:2.3.4|. Procedure: To a solution of phenylmethyl (3S)-2-[(2R)-2-({formyl[(phenylmethyl)oxy]amino}methyl)hexanoyl]-3-{[(1-oxido-2-pyridinyl)amino]carbonyl}-1-pyrazolidinecarboxylate (85 mg, 0.14 mmol) in EtOH (15 mL) was added Pd(OH)2/C (30 mg). The mixture was degassed and placed under H2 atmosphere for 1 h at rt. The catalyst was filtered off and the filtrate was concentrated. The residue was purified by pre-HPLC to provide the titled compound (22 mg, 40%). LCMS: (M+H)+: 380.2.